This data is from the Open Reaction Database (ORD), a public repository of structured organic reaction records. The task is: describe an organic reaction: reactants, conditions, products, and yield Starting materials: CCO, [H][H], O=CCN1C=NCCC1, N. The product is NCCN1C=NCCC1. RXN SMILES: [CH3:13][CH2:14][OH:15].[H:11][H:12].[N:1]1([CH2:7][CH:8]=[O:9])[CH:2]=[N:3][CH2:4][CH2:5][CH2:6]1.[NH3:10]>>[N:1]1([CH2:7][CH2:8][NH2:10])[CH:2]=[N:3][CH2:4][CH2:5][CH2:6]1. Starting materials: CC[n+]1c(C=Cc2ccc(N3CCCC3)cc2)cccc1C=Cc1ccc(N2CCCC2)cc1, CO, [Cl-], Nc1ccc(C(=O)O)cc1, [Na]. Product: CC[n+]1c(C=Cc2ccc(N3CCCC3)cc2)cccc1C=Cc1ccc(N2CCCC2)cc1, Nc1ccc(C(=O)[O-])cc1. Reaction SMILES: [CH2:2]([CH3:3])[n+:4]1[c:5]([CH:23]=[CH:24][c:25]2[cH:26][cH:27][c:28]([N:31]3[CH2:32][CH2:33][CH2:34][CH2:35]3)[cH:29][cH:30]2)[cH:6][cH:7][cH:8][c:9]1[CH:10]=[CH:11][c:12]1[cH:13][cH:14][c:15]([N:18]2[CH2:19][CH2:20][CH2:21][CH2:22]2)[cH:16][cH:17]1.[CH3:47][OH:48].[Cl-:1].[NH2:37][c:38]1[cH:39][cH:40][c:41]([C:44]([OH:45])=[O:46])[cH:42][cH:43]1.[Na:36]>>[CH2:2]([CH3:3])[n+:4]1[c:5]([CH:23]=[CH:24][c:25]2[cH:26][cH:27][c:28]([N:31]3[CH2:32][CH2:33][CH2:34][CH2:35]3)[cH:29][cH:30]2)[cH:6][cH:7][cH:8][c:9]1[CH:10]=[CH:11][c:12]1[cH:13][cH:14][c:15]([N:18]2[CH2:19][CH2:20][CH2:21][CH2:22]2)[cH:16][cH:17]1.[NH2:37][c:38]1[cH:39][cH:40][c:41]([C:44](=[O:45])[O-:46])[cH:42][cH:43]1. Starting materials: C1CCNC1, O=C(c1ccc(-c2ccc(C(F)(F)F)cc2)cc1)N1CCCC1CO. Yields the product O=C(c1ccc(-c2ccc(C(F)(F)F)cc2)cc1)N1CCCC1CN1CCCC1. As a reaction SMILES: [CH2:26]1[CH2:27][CH2:28][NH:29][CH2:30]1.[OH:1][CH2:2][CH:3]1[N:4]([C:8](=[O:9])[c:10]2[cH:11][cH:12][c:13](-[c:16]3[cH:17][cH:18][c:19]([C:22]([F:23])([F:24])[F:25])[cH:20][cH:21]3)[cH:14][cH:15]2)[CH2:5][CH2:6][CH2:7]1>>[CH2:2]([CH:3]1[N:4]([C:8](=[O:9])[c:10]2[cH:11][cH:12][c:13](-[c:16]3[cH:17][cH:18][c:19]([C:22]([F:23])([F:24])[F:25])[cH:20][cH:21]3)[cH:14][cH:15]2)[CH2:5][CH2:6][CH2:7]1)[N:29]1[CH2:28][CH2:27][CH2:26][CH2:30]1. Yields the product COc1ccc(Cn2cc(-c3csc(Oc4ccccn4)n3)cn2)cc1. Reactants: Brc1csc(Oc2ccccn2)n1, CCN(C(C)C)C(C)C, COc1ccc(Cn2cc(B3OC(C)(C)C(C)(C)O3)cn2)cc1, C1COCCO1, O. As a reaction SMILES: [Br:1][c:2]1[n:3][c:4]([O:7][c:8]2[n:9][cH:10][cH:11][cH:12][cH:13]2)[s:5][cH:6]1.[CH2:37]([N:38]([CH:39]([CH3:40])[CH3:41])[CH:42]([CH3:43])[CH3:44])[CH3:45].[CH3:14][O:15][c:16]1[cH:17][cH:18][c:19]([CH2:20][n:21]2[n:22][cH:23][c:24]([B:26]3[O:27][C:28]([CH3:29])([CH3:30])[C:31]([CH3:32])([CH3:33])[O:34]3)[cH:25]2)[cH:35][cH:36]1.[O:47]1[CH2:48][CH2:49][O:50][CH2:51][CH2:52]1.[OH2:46]>>[c:2]1(-[c:24]2[cH:23][n:22][n:21]([CH2:20][c:19]3[cH:18][cH:17][c:16]([O:15][CH3:14])[cH:36][cH:35]3)[cH:25]2)[n:3][c:4]([O:7][c:8]2[n:9][cH:10][cH:11][cH:12][cH:13]2)[s:5][cH:6]1. Reactants: ClC=1C=C(C=CC1)N1N=C(C(C1=O)C)NC(=O)OCC (1-m-chlorophenyl-3-carbethoxyamino-4-methyl-2-pyrazolin-5-one), C(C)(=O)O (acetic acid). Yields the product ClC=1C=C(C=CC1)N1N=C(C(C1=O)C)N (1-m-chlorophenyl-3-amino-4-methyl-2-pyrazolin-5-one). As a reaction SMILES: [Cl:1][C:2]1[CH:3]=[C:4]([N:8]2[C:12](=[O:13])[CH:11]([CH3:14])[C:10]([NH:15]C(OCC)=O)=[N:9]2)[CH:5]=[CH:6][CH:7]=1.C(O)(=O)C>[OH-].[Na+]>[Cl:1][C:2]1[CH:3]=[C:4]([N:8]2[C:12](=[O:13])[CH:11]([CH3:14])[C:10]([NH2:15])=[N:9]2)[CH:5]=[CH:6][CH:7]=1 |f:2.3|. Procedure details: A solution of 69 g (0.2 mole) of 1-m-chlorophenyl-3-carbethoxyamino-4-methyl-2-pyrazolin-5-one in 320 ml of 2.5 N sodium hydroxide was refluxed for 30 min. The solution was cooled and neutralized by addition of glacial acetic acid. The precipitate was dried under reduced pressure. Yield: 39 g (87%). Melting point: 138° C. Run in [OH-].[Na+] (sodium hydroxide). Reported procedure: A mixture of 3-chloro-2-methylphenylurea (5.0 g, 27.0 mmol), hydrazine hydrate (4.0 g, 80.0 mmol), 4 ml of water and 30 ml of ethanol is heated to reflux for 12 hours. The reaction mixture is then cooled and poured onto ice. A white precipitate forms, which is collected by filtration, washed with water and dried. The resulting solid is dissolved in hot ethanol and conc. HCl is added. The mixture is cooled and the resulting white solid precipitate is collected by filtration, washed with ethanol, ... Reaction SMILES: [Cl:1][C:2]1[C:3]([CH3:12])=[C:4]([NH:8][C:9]([NH2:11])=[O:10])[CH:5]=[CH:6][CH:7]=1.O.[NH2:14]N.O>C(O)C>[ClH:1].[Cl:1][C:2]1[C:3]([CH3:12])=[C:4]([NH:8][C:9](=[O:10])[NH:11][NH2:14])[CH:5]=[CH:6][CH:7]=1 |f:1.2,5.6|. The reactants are ClC=1C(=C(C=CC1)NC(=O)N)C (3-chloro-2-methylphenylurea), O.NN (hydrazine hydrate), O (water). Product: Cl.ClC=1C(=C(C=CC1)NC(NN)=O)C (4-(3-chloro-2-methylphenyl)semicarbazide hydrochloride). Run in C(C)O (ethanol). Starting materials: C(O)([O-])=O.[Na+] (sodium hydrogen carbonate), OC[C@H]1CCCN(C2=C1C=CC=C2)S(=O)(=O)C2=CC=C(C=C2)C ((5S)-5-hydroxymethyl-1-(p-toluenesulfonyl)-2,3,4,5-tetrahydro-1H-benzazepine), C1(=CC=CC=C1)P(C1=CC=CC=C1)C1=CC=CC=C1 (triphenylphosphine), C(Br)(Br)(Br)Br (carbon tetrabromide). Run in ClCCl (dichloromethane). Run at time 30 minute. The product is BrC[C@H]1CCCN(C2=C1C=CC=C2)S(=O)(=O)C2=CC=C(C=C2)C ((5S)-5-bromomethyl-1-(p-toluenesulfonyl)-2,3,4,5-tetrahydro-1H-benzazepine). Yield: 79.6%. Reaction SMILES: O[CH2:2][C@@H:3]1[C:9]2[CH:10]=[CH:11][CH:12]=[CH:13][C:8]=2[N:7]([S:14]([C:17]2[CH:22]=[CH:21][C:20]([CH3:23])=[CH:19][CH:18]=2)(=[O:16])=[O:15])[CH2:6][CH2:5][CH2:4]1.C1(P(C2C=CC=CC=2)C2C=CC=CC=2)C=CC=CC=1.C(Br)(Br)(Br)[Br:44].C(=O)([O-])O.[Na+]>ClCCl>[Br:44][CH2:2][C@@H:3]1[C:9]2[CH:10]=[CH:11][CH:12]=[CH:13][C:8]=2[N:7]([S:14]([C:17]2[CH:22]=[CH:21][C:20]([CH3:23])=[CH:19][CH:18]=2)(=[O:16])=[O:15])[CH2:6][CH2:5][CH2:4]1 |f:3.4|. Procedure: A mixture of (5S)-5-hydroxymethyl-1-(p-toluenesulfonyl)-2,3,4,5-tetrahydro-1H-benzazepine (1.33 g), triphenylphosphine (2.10 g), carbon tetrabromide (2.65 g) and dichloromethane (50 ml) is stirred at room temperature for 30 minutes. The reaction solution is poured into a saturated aqueous sodium hydrogen carbonate solution, and the mixture is extracted with dichloromethane. The extract is dried over sodium sulfate, and concentrated under reduced pressure to remove the solvent, and the resulting ...